describe an organic reaction: reactants, conditions, products, and yield From a dataset of the Open Reaction Database (ORD), a public repository of structured organic reaction records. Starting materials: ClC1=NC2=CC=CC=C2C=C1 (2-Chloroquinoline), C[Si](C)(C)C#C (trimethylsilyl acetylene), CCOC(=O)C.CCCCCC (EtOAc Hexane). Reagents/catalysts: [Cu]I (CuI), Cl[Pd]([P](C1=CC=CC=C1)(C2=CC=CC=C2)C3=CC=CC=C3)([P](C4=CC=CC=C4)(C5=CC=CC=C5)C6=CC=CC=C6)Cl (PdCl2(PPh3)2). Run in C(C)N(CC)CC (triethylamine). Reaction conditions: time 5 minute. Yields the product C[Si](C)(C)C#CC1=NC2=CC=CC=C2C=C1 (2-((Trimethylsilyl)ethynyl)quinoline). RXN SMILES: Cl[C:2]1[CH:11]=[CH:10][C:9]2[C:4](=[CH:5][CH:6]=[CH:7][CH:8]=2)[N:3]=1.[CH3:12][Si:13]([C:16]#[CH:17])([CH3:15])[CH3:14].CCOC(C)=O.CCCCCC>C(N(CC)CC)C.[Cu]I.Cl[Pd](Cl)([P](C1C=CC=CC=1)(C1C=CC=CC=1)C1C=CC=CC=1)[P](C1C=CC=CC=1)(C1C=CC=CC=1)C1C=CC=CC=1>[CH3:12][Si:13]([C:16]#[C:17][C:2]1[CH:11]=[CH:10][C:9]2[C:4](=[CH:5][CH:6]=[CH:7][CH:8]=2)[N:3]=1)([CH3:15])[CH3:14] |f:2.3,^1:41,60|. Procedure details: 2-Chloroquinoline (1.02 g, 6.17 mmol), CuI (12.1 mg, 0.622 mmol), and PdCl2(PPh3)2 (22.7 mg, 0.0317 mmol) were dissolved in triethylamine (20.6 mL), followed by stirring for 5 min. To the resulting mixture, trimethylsilyl acetylene (1.34 mL, 9.44 mmol) was added dropwise at 60° C., followed by heating. The completion of the reaction was confirmed by TLC (EtOAc/Hexane=1:10). When the reaction was completed, the reactant was cooled down to room temperature and extracted with a saturated aqueous so... The reactants are CC(C)(C)OC(=O)Cc1ccc(F)c(C#N)c1, CS(C)=O, CCOC(C)=O, O=C(NCCc1ccc(Cl)cc1Cl)c1ccc(O)cc1F, [K+], [K+], O=C([O-])[O-], O. Yields the product CC(C)(C)OC(=O)Cc1ccc(Oc2ccc(C(=O)NCCc3ccc(Cl)cc3Cl)c(F)c2)c(C#N)c1. RXN SMILES: [C:22](#[N:23])[c:24]1[cH:25][c:26]([CH2:31][C:32](=[O:33])[O:34][C:35]([CH3:36])([CH3:37])[CH3:38])[cH:27][cH:28][c:29]1[F:30].[CH3:45][S:46]([CH3:47])=[O:48].[CH3:50][CH2:51][O:52][C:53](=[O:54])[CH3:55].[Cl:1][c:2]1[c:3]([CH2:4][CH2:5][NH:6][C:7]([c:8]2[c:9]([F:15])[cH:10][c:11]([OH:14])[cH:12][cH:13]2)=[O:16])[cH:17][cH:18][c:19]([Cl:21])[cH:20]1.[K+:39].[K+:40].[O-:41][C:42]([O-:43])=[O:44].[OH2:49]>>[Cl:1][c:2]1[c:3]([CH2:4][CH2:5][NH:6][C:7]([c:8]2[c:9]([F:15])[cH:10][c:11]([O:14][c:29]3[c:24]([C:22]#[N:23])[cH:25][c:26]([CH2:31][C:32](=[O:33])[O:34][C:35]([CH3:36])([CH3:37])[CH3:38])[cH:27][cH:28]3)[cH:12][cH:13]2)=[O:16])[cH:17][cH:18][c:19]([Cl:21])[cH:20]1. Starting materials: ClCCl, CS(=O)(=O)Cl, OCCCc1c(Cl)cccc1-c1ccccc1, O, c1ccncc1. The product is CS(=O)(=O)OCCCc1c(Cl)cccc1-c1ccccc1. As a reaction SMILES: [CH2:29]([Cl:30])[Cl:31].[CH3:24][S:25]([Cl:26])(=[O:27])=[O:28].[Cl:1][c:2]1[c:3]([CH2:14][CH2:15][CH2:16][OH:17])[c:4](-[c:8]2[cH:9][cH:10][cH:11][cH:12][cH:13]2)[cH:5][cH:6][cH:7]1.[OH2:32].[cH:18]1[cH:19][cH:20][n:21][cH:22][cH:23]1>>[Cl:1][c:2]1[c:3]([CH2:14][CH2:15][CH2:16][O:17][S:25]([CH3:24])(=[O:27])=[O:28])[c:4](-[c:8]2[cH:9][cH:10][cH:11][cH:12][cH:13]2)[cH:5][cH:6][cH:7]1. As a reaction SMILES: [C:1]([Br:5])(Br)(Br)[Br:2].[CH:6]([O:9][C:10]1[CH:17]=[CH:16][C:13]([CH:14]=O)=[CH:12][C:11]=1[O:18][CH3:19])([CH3:8])[CH3:7]>C(Cl)Cl.[Zn]>[Br:2][C:1]([Br:5])=[CH:14][C:13]1[CH:16]=[CH:17][C:10]([O:9][CH:6]([CH3:8])[CH3:7])=[C:11]([O:18][CH3:19])[CH:12]=1. The solvent is C(Cl)Cl (CH2Cl2). The product is BrC(=CC1=CC(=C(C=C1)OC(C)C)OC)Br (β,β-Dibromo-4-isopropoxy-3-methoxystyrene). Reagents/catalysts: [Zn] (zinc). Isolated yield 100.5%. Reported procedure: Carbon tetrabromide (51.3 g, 154.7 mmol) was added portion-wise to a magnetically stirred mixture of zinc dust (0.1 g, 154.5 mmol) and PP3 (40.5 g, 159.4 mmol) in CH2Cl2 (350 ml) maintained at 0° C. on an ice-salt bath. This suspension was allowed to warm to room temperature and then stirred at for a further 22 h. After this time the reaction mixture was re-cooled to 0° C. and vanillin isopropyl ether (15.0 g, 77.3 mmol) was added dropwise over 2 min. and allowed to stir at room temperature for ... The reactants are C(Br)(Br)(Br)Br (Carbon tetrabromide), C(C)(C)OC1=C(C=C(C=O)C=C1)OC (vanillin isopropyl ether). Reaction conditions: temperature 0 celsius, time 22 hour. Reactants: C(=O)NC=1SC=C(N1)C(C(=O)O)=NOCCCC (2-(2-formamidothiazol-4-yl)-2-butoxyiminoacetic acid), P(=O)(Cl)(Cl)Cl (phosphoryl chloride), Cl.NC1[C@@H]2N(C(=C(CS2)OC)C(=O)OCC2=CC=C(C=C2)[N+](=O)[O-])C1=O (4-nitrobenzyl 7-amino-3-methoxy-3-cephem-4-carboxylate hydrochloride), C[Si](C)(C)CC(=O)N (trimethylsilylacetamide), C[Si](C)(C)C(C(=O)N)[Si](C)(C)C (bis(trimethylsilyl)acetamide). Solvent: C(C)(=O)OCC (ethyl acetate), C(C)(=O)OCC (ethyl acetate), CN(C=O)C (N,N-dimethylformamide). The product is C(=O)NC=1SC=C(N1)C(C(=O)NC1[C@@H]2N(C(=C(CS2)OC)C(=O)OCC2=CC=C(C=C2)[N+](=O)[O-])C1=O)=NOCCCC (4-nitrobenzyl 7-[2-(2-formamidothiazol-4-yl)-2-butoxyiminoacetamido]-3-methoxy-3-cephem-4-carboxylate). Isolated yield 77.9%. RXN SMILES: [CH:1]([NH:3][C:4]1[S:5][CH:6]=[C:7]([C:9](=[N:13][O:14][CH2:15][CH2:16][CH2:17][CH3:18])[C:10]([OH:12])=O)[N:8]=1)=[O:2].P(Cl)(Cl)(Cl)=O.Cl.[NH2:25][CH:26]1[C:48](=[O:49])[N:28]2[C:29]([C:35]([O:37][CH2:38][C:39]3[CH:44]=[CH:43][C:42]([N+:45]([O-:47])=[O:46])=[CH:41][CH:40]=3)=[O:36])=[C:30]([O:33][CH3:34])[CH2:31][S:32][C@H:27]12.C[Si](CC(N)=O)(C)C.C[Si](C([Si](C)(C)C)C(N)=O)(C)C>C(OCC)(=O)C.CN(C)C=O>[CH:1]([NH:3][C:4]1[S:5][CH:6]=[C:7]([C:9](=[N:13][O:14][CH2:15][CH2:16][CH2:17][CH3:18])[C:10]([NH:25][CH:26]2[C:48](=[O:49])[N:28]3[C:29]([C:35]([O:37][CH2:38][C:39]4[CH:40]=[CH:41][C:42]([N+:45]([O-:47])=[O:46])=[CH:43][CH:44]=4)=[O:36])=[C:30]([O:33][CH3:34])[CH2:31][S:32][C@H:27]23)=[O:12])[N:8]=1)=[O:2] |f:2.3|. Reported procedure: A solution of 2-(2-formamidothiazol-4-yl)-2-butoxyiminoacetic acid (syn isomer, 1.09 g.), N,N-dimethylformamide (322 mg.) and phosphoryl chloride (675 mg.) in ethyl acetate (9.2 ml.) and a solution of 4-nitrobenzyl 7-amino-3-methoxy-3-cephem-4-carboxylate hydrochloride (1.5 g.), trimethylsilylacetamide (5 g.) and bis(trimethylsilyl)acetamide (2 ml.) in ethyl acetate (30 ml.) were treated in a similar manner to that of Example 3-(1) to give 4-nitrobenzyl 7-[2-(2-formamidothiazol-4-yl)-2-butoxyimi... The reactants are C1CCOC1, CCCCOc1cc(C(F)(F)F)ccc1C=CC(=O)OC, CO, [Li+], [OH-]. The product is CCCCOc1cc(C(F)(F)F)ccc1C=CC(=O)O. RXN SMILES: [CH2:24]1[O:25][CH2:26][CH2:27][CH2:28]1.[CH3:1][O:2][C:3]([CH:4]=[CH:5][c:6]1[c:7]([O:16][CH2:17][CH2:18][CH2:19][CH3:20])[cH:8][c:9]([C:12]([F:13])([F:14])[F:15])[cH:10][cH:11]1)=[O:21].[CH3:29][OH:30].[Li+:23].[OH-:22]>>[O:2]=[C:3]([CH:4]=[CH:5][c:6]1[c:7]([O:16][CH2:17][CH2:18][CH2:19][CH3:20])[cH:8][c:9]([C:12]([F:13])([F:14])[F:15])[cH:10][cH:11]1)[OH:21]. Reactants: Cc1cc(Sc2cc(C)c(O)c(C(C)(C)C)c2)cc(C(C)(C)C)c1O, ClCCCl, [N-]=[N+]=NCC(F)(F)c1ccccn1, O=C(OO)c1cccc(Cl)c1. The product is [N-]=[N+]=NCC(F)(F)c1cccc[n+]1[O-]. As a reaction SMILES: [C:14]([c:15]1[cH:16][c:17]([S:18][c:19]2[cH:20][c:21]([CH3:22])[c:23]([OH:25])[c:26]([C:27]([CH3:28])([CH3:29])[CH3:30])[cH:31]2)[cH:32][c:33]([CH3:34])[c:35]1[OH:24])([CH3:36])([CH3:37])[CH3:38].[Cl:50][CH2:51][CH2:52][Cl:53].[N:1](=[N+:2]=[N-:3])[CH2:4][C:5]([F:6])([F:7])[c:8]1[n:9][cH:10][cH:11][cH:12][cH:13]1.[OH:39][O:40][C:41]([c:42]1[cH:43][c:44]([Cl:45])[cH:46][cH:47][cH:48]1)=[O:49]>>[N:1](=[N+:2]=[N-:3])[CH2:4][C:5]([F:6])([F:7])[c:8]1[n+:9]([O-:24])[cH:10][cH:11][cH:12][cH:13]1. As a reaction SMILES: [C:1]([CH3:2])([CH3:3])([CH3:4])[O:5][C:6](=[O:7])[N:8]1[CH2:9][CH2:10][N:11]([c:14]2[c:15]([F:24])[cH:16][c:17]([CH2:20][C:21](=[O:22])[OH:23])[cH:18][cH:19]2)[CH2:12][CH2:13]1.[CH3:25][OH:26].[cH:27]1[cH:28][cH:29][cH:30][cH:31][cH:32]1>>[C:1]([CH3:2])([CH3:3])([CH3:4])[O:5][C:6](=[O:7])[N:8]1[CH2:9][CH2:10][N:11]([c:14]2[c:15]([F:24])[cH:16][c:17]([CH2:20][C:21](=[O:22])[O:23][CH3:25])[cH:18][cH:19]2)[CH2:12][CH2:13]1. Yields the product COC(=O)Cc1ccc(N2CCN(C(=O)OC(C)(C)C)CC2)c(F)c1. The reactants are CC(C)(C)OC(=O)N1CCN(c2ccc(CC(=O)O)cc2F)CC1, CO, c1ccccc1. Reactants: C(C)OC(=O)C=1NC2=CC=CC=C2C1 (1H-indole-2-carboxylic acid ethyl ester), BrCC1=COC2=C1C=CC=C2 (3-bromomethyl-benzofuran). The product is O1C=C(C2=C1C=CC=C2)CN2C(=CC1=CC=CC=C21)C(=O)O (1-Benzofuran-3-ylmethyl-1H-indole-2-carboxylic acid). Reaction SMILES: C([O:3][C:4]([C:6]1[NH:7][C:8]2[C:13]([CH:14]=1)=[CH:12][CH:11]=[CH:10][CH:9]=2)=[O:5])C.Br[CH2:16][C:17]1[C:21]2[CH:22]=[CH:23][CH:24]=[CH:25][C:20]=2[O:19][CH:18]=1>>[O:19]1[C:20]2[CH:25]=[CH:24][CH:23]=[CH:22][C:21]=2[C:17]([CH2:16][N:7]2[C:8]3[C:13](=[CH:12][CH:11]=[CH:10][CH:9]=3)[CH:14]=[C:6]2[C:4]([OH:3])=[O:5])=[CH:18]1. Procedure details: Using general procedure B, 1H-indole-2-carboxylic acid ethyl ester was coupled with 3-bromomethyl-benzofuran (Lit. 19) and the product obtained was hydrolyzed to give the title compound as a white solid. MS: 290.2 ([M−H]−). The reactants are OC1CN(CC1)C1=NC=CC(=N1)O (2-(3-hydroxypyrrolidin-1-yl)pyrimidin-4-ol), O=P(Cl)(Cl)Cl (POCl3), ice water. Solvent: CN(C)C=O (DMF). Conditions: temperature 50 celsius, time 2 hour. The product is ClC1=NC(=NC=C1)N1CC(CC1)O (1-(4-Chloropyrimidin-2-yl)pyrrolidin-3-ol). Reaction SMILES: [OH:1][CH:2]1[CH2:6][CH2:5][N:4]([C:7]2[N:12]=[C:11](O)[CH:10]=[CH:9][N:8]=2)[CH2:3]1.O=P(Cl)(Cl)[Cl:16]>CN(C=O)C>[Cl:16][C:11]1[CH:10]=[CH:9][N:8]=[C:7]([N:4]2[CH2:5][CH2:6][CH:2]([OH:1])[CH2:3]2)[N:12]=1. Procedure details: To a solution of 2-(3-hydroxypyrrolidin-1-yl)pyrimidin-4-ol (4.0 g, 23 mol) in DMF (50 mL) was added POCl3 (4.2 g, 27 mmol). The reaction mixture was stirred at 50° C. for 2 hours. The reaction mixture was poured into 200 mL ice-water. The resulting solution was concentrated at 60° C. under vacuum. The residue was purified by acidic reverse phase HPLC (10-100% acetonitrile/water+0.05% TFA modifier) to afford the title compound.